Task: describe an organic reaction: reactants, conditions, products, and yield. Dataset: the Open Reaction Database (ORD), a public repository of structured organic reaction records The reactants are FC(C(=O)O)(F)F (trifluoroacetic acid), ClC1=C(C(=CC(=C1)Cl)C(=C)C(F)(F)F)F (1,5-Dichloro-2-fluoro-3-(3,3,3-trifluoroprop-1-en-2-yl)benzene), COCN(C[Si](C)(C)C)CC1=CC=CC=C1 (N-(methoxymethyl)-N-(trimethylsilylmethyl)benzylamine). Solvent: ClCCl (dichloromethane), ClCCl (dichloromethane). Run at time 8 hour. Yields the product C(C1=CC=CC=C1)N1CC(CC1)(C(F)(F)F)C1=C(C(=CC(=C1)Cl)Cl)F (1-benzyl-3-(3,5-dichloro-2-fluorophenyl)-3-(trifluoromethyl)pyrrolidine). Isolated yield 47.7%. RXN SMILES: [Cl:1][C:2]1[CH:7]=[C:6]([Cl:8])[CH:5]=[C:4]([C:9]([C:11]([F:14])([F:13])[F:12])=[CH2:10])[C:3]=1[F:15].CO[CH2:18][N:19]([CH2:25][C:26]1[CH:31]=[CH:30][CH:29]=[CH:28][CH:27]=1)[CH2:20][Si](C)(C)C.FC(F)(F)C(O)=O>ClCCl>[CH2:25]([N:19]1[CH2:20][CH2:10][C:9]([C:4]2[CH:5]=[C:6]([Cl:8])[CH:7]=[C:2]([Cl:1])[C:3]=2[F:15])([C:11]([F:14])([F:13])[F:12])[CH2:18]1)[C:26]1[CH:31]=[CH:30][CH:29]=[CH:28][CH:27]=1. Procedure: 1,5-Dichloro-2-fluoro-3-(3,3,3-trifluoroprop-1-en-2-yl)benzene (6.2 g) and N-(methoxymethyl)-N-(trimethylsilylmethyl)benzylamine (4.7 g) were dissolved in dichloromethane (100 ml) and slowly added dropwise with a dichloromethane solution (8 ml) of anhydrous trifluoroacetic acid (0.15 ml) under ice cooling. Upon the completion of the dropwise addition, the reaction temperature was raised to room temperature and stirred overnight. The reaction solution was concentrated under reduced pressure, and ... The reactants are CCNC, Cl, O=C(O)c1cccc(-c2cccc3cc(C(=O)NC4CN5CCC4CC5)sc23)c1. Product: Cl, CCN(C)C(=O)c1cccc(-c2cccc3cc(C(=O)NC4CN5CCC4CC5)sc23)c1. RXN SMILES: [CH2:31]([CH3:32])[NH:33][CH3:34].[ClH:1].[N:2]12[CH2:3][CH:4]([NH:10][C:11](=[O:12])[c:13]3[s:14][c:15]4[c:16]([cH:17]3)[cH:18][cH:19][cH:20][c:21]4-[c:22]3[cH:23][c:24]([C:25](=[O:26])[OH:27])[cH:28][cH:29][cH:30]3)[CH:5]([CH2:6][CH2:7]1)[CH2:8][CH2:9]2>>[ClH:1].[N:2]12[CH2:3][CH:4]([NH:10][C:11](=[O:12])[c:13]3[s:14][c:15]4[c:16]([cH:17]3)[cH:18][cH:19][cH:20][c:21]4-[c:22]3[cH:23][c:24]([C:25](=[O:27])[N:33]([CH2:31][CH3:32])[CH3:34])[cH:28][cH:29][cH:30]3)[CH:5]([CH2:6][CH2:7]1)[CH2:8][CH2:9]2. The reactants are BrC1=CC=2C3=C(C=NC2C=C1)N(C(N3C=3C(=NN(C3C)C)C)=O)C (8-bromo-3-methyl-1-(1,3,5-trimethyl-1H-pyrazol-4-yl)-1,3-dihydro-imidazo[4,5-c]quinolin-2-one), BrC1=CC=2C3=C(C=NC2C=C1)N(C(N3C=3C(=NN(C3C)C)C)=O)C (8-bromo-3-methyl-1-(1,3,5-trimethyl-1H-pyrazol-4-yl)-1,3-dihydro-imidazo[4,5-c]quinolin-2-one), ClC=1C(=NC=C(C1)B1OC(C(O1)(C)C)(C)C)N (3-chloro-5-(4,4,5,5-tetramethyl-[1,3,2]dioxaborolan-2-yl)-pyridin-2-ylamine). The product is NC1=C(C=C(C=N1)C1=CC=2C3=C(C=NC2C=C1)N(C(N3C=3C(=NN(C3C)C)C)=O)C)Cl (8-(6-Amino-5-chloro-pyridin-3-yl)-3-methyl-1-(1,3,5-trimethyl-1H-pyrazol-4-yl)-1,3-dihydro-imidazo[4,5-c]quinolin-2-one). RXN SMILES: Br[C:2]1[CH:11]=[CH:10][C:9]2[N:8]=[CH:7][C:6]3[N:12]([CH3:24])[C:13](=[O:23])[N:14]([C:15]4[C:16]([CH3:22])=[N:17][N:18]([CH3:21])[C:19]=4[CH3:20])[C:5]=3[C:4]=2[CH:3]=1.[Cl:25][C:26]1[C:27]([NH2:41])=[N:28][CH:29]=[C:30](B2OC(C)(C)C(C)(C)O2)[CH:31]=1>>[NH2:41][C:27]1[N:28]=[CH:29][C:30]([C:2]2[CH:11]=[CH:10][C:9]3[N:8]=[CH:7][C:6]4[N:12]([CH3:24])[C:13](=[O:23])[N:14]([C:15]5[C:16]([CH3:22])=[N:17][N:18]([CH3:21])[C:19]=5[CH3:20])[C:5]=4[C:4]=3[CH:3]=2)=[CH:31][C:26]=1[Cl:25]. Reported procedure: The title compound was synthesized in a similar manner as described for Example 1.1 using 8-bromo-3-methyl-1-(1,3,5-trimethyl-1H-pyrazol-4-yl)-1,3-dihydro-imidazo[4,5-c]quinolin-2-one (Intermediate H, 0.075 mmol) and 3-chloro-5-(4,4,5,5-tetramethyl-[1,3,2]dioxaborolan-2-yl)-pyridin-2-ylamine (stage 148.1.1) to give the title compound as a yellow foam. (HPLC: tR 2.53 min (Method A); M+H=485 MS-ES; 1H-NMR (d6-DMSO, 400 MHz) 8.94 (s, 1H), 8.51-8.49 (m, 1H), 8.08-8.04 (m, 1H), 7.96-7.92 (m, 1H), 7.7... Starting materials: CSC(CC1CC(=O)N1[Si](C)(C)C(C)(C)C)(SC)SC, [Li]CCCC, CC(=O)n1ccnc1, CC(C)NC(C)C, C1CCOC1. Yields the product CSC(CC1C(C(C)=O)C(=O)N1[Si](C)(C)C(C)(C)C)(SC)SC. RXN SMILES: [C:13]([CH3:14])([CH3:15])([CH3:16])[Si:17]([N:18]1[C:19](=[O:30])[CH2:20][CH:21]1[CH2:22][C:23]([S:24][CH3:25])([S:26][CH3:27])[S:28][CH3:29])([CH3:31])[CH3:32].[CH2:1]([Li:2])[CH2:3][CH2:4][CH3:5].[CH3:33][C:34](=[O:35])[n:36]1[cH:37][n:38][cH:39][cH:40]1.[CH:6]([NH:7][CH:8]([CH3:9])[CH3:10])([CH3:11])[CH3:12].[O:41]1[CH2:42][CH2:43][CH2:44][CH2:45]1>>[C:13]([CH3:14])([CH3:15])([CH3:16])[Si:17]([N:18]1[C:19](=[O:30])[CH:20]([C:34]([CH3:33])=[O:35])[CH:21]1[CH2:22][C:23]([S:24][CH3:25])([S:26][CH3:27])[S:28][CH3:29])([CH3:31])[CH3:32]. Solvent: CN(C=O)C (N,N-dimethylformamide), CN(C=O)C (N,N-dimethylformamide). Reaction SMILES: [CH:1]1[CH:6]=[C:5]([NH:7][C:8]2[N:13]=[CH:12][CH:11]=[CH:10][CH:9]=2)[N:4]=[CH:3][CH:2]=1.[H-].[Na+].Cl[CH2:17][C:18]1N(C)[C:21]2C=[CH:25][CH:26]=[CH:27][C:20]=2[N:19]=1>CN(C)C=O>[CH3:21][C:20]1[N:19]=[C:18]([CH2:17][N:7]([C:5]2[CH:6]=[CH:1][CH:2]=[CH:3][N:4]=2)[C:8]2[CH:9]=[CH:10][CH:11]=[CH:12][N:13]=2)[CH:25]=[CH:26][CH:27]=1 |f:1.2|. The reactants are C1=CC=NC(=C1)NC2=CC=CC=N2 (2,2′-dipyridylamine), ClCC1=NC2=C(N1C)C=CC=C2 (2-(chloromethyl)-1-methyl-1H-benzimidazole), [H-].[Na+] (sodium hydride). Reported procedure: To a flask were added 1.1 g of 2,2′-dipyridylamine and 25 ml of N,N-dimethylformamide. To this mixture were added 0.32 g of 60% sodium hydride in mineral oil in small portions, and after stirring at 10 C for ten minutes, 1.2 g of 2-(chloromethyl)-1-methyl-1H-benzimidazole in 5 ml of N,N-dimethylformamide were added. The reaction mixture was stirred at 22 C for several hours, and then quenched with 40 ml water. The product was extracted with 50 ml ethyl acetate, and then extracted with 30 ml of 1... Product: CC1=CC=CC(=N1)CN(C1=NC=CC=C1)C1=NC=CC=C1 (N-[(6-Methylpyridin-2-yl)methyl]-N-pyridin-2-ylpyridin-2-amine). Reactants: CC1=C(C)C(=O)C(C(CCCC#CCO)c2ccccc2)=C(C)C1=O, CCOC(C)=O, c1ccc2ncccc2c1. The product is CC1=C(C)C(=O)C(C(CCCC=CCO)c2ccccc2)=C(C)C1=O. Reaction SMILES: [CH3:11][C:12]1=[C:13]([CH:22]([CH2:23][CH2:24][CH2:25][C:26]#[C:27][CH2:28][OH:29])[c:30]2[cH:31][cH:32][cH:33][cH:34][cH:35]2)[C:14](=[O:21])[C:15]([CH3:20])=[C:16]([CH3:19])[C:17]1=[O:18].[CH3:36][CH2:37][O:38][C:39](=[O:40])[CH3:41].[cH:1]1[cH:2][c:3]2[c:4]([n:5][cH:6][cH:7][cH:8]2)[cH:9][cH:10]1>>[CH3:11][C:12]1=[C:13]([CH:22]([CH2:23][CH2:24][CH2:25][CH:26]=[CH:27][CH2:28][OH:29])[c:30]2[cH:31][cH:32][cH:33][cH:34][cH:35]2)[C:14](=[O:21])[C:15]([CH3:20])=[C:16]([CH3:19])[C:17]1=[O:18]. The reactants are enolate, ClC1=NC=NC2=CC=C(C=C12)I (4-chloro-6-iodo-quinazoline), [Li+].C[Si](C)(C)[N-][Si](C)(C)C.C1CCOC1 (LiHMDS THF), COC(=O)C1CCN(CC1)C(=O)OC(C)(C)C (piperidine-1,4-dicarboxylic acid 1-tert-butyl ester 4-methyl ester). Run at time 14 hour. Product: COC(=O)C1(CCN(CC1)C(=O)OC(C)(C)C)C1=NC=NC2=CC=C(C=C12)I (4-(6-Iodo-quinazolin-4-yl)-piperidine-1,4-dicarboxylic acid 1-tert-butyl ester 4-methyl ester), oil. Reaction SMILES: Cl[C:2]1[C:11]2[C:6](=[CH:7][CH:8]=[C:9]([I:12])[CH:10]=2)[N:5]=[CH:4][N:3]=1.[Li+].C[Si]([N-][Si](C)(C)C)(C)C.C1COCC1.[CH3:28][O:29][C:30]([CH:32]1[CH2:37][CH2:36][N:35]([C:38]([O:40][C:41]([CH3:44])([CH3:43])[CH3:42])=[O:39])[CH2:34][CH2:33]1)=[O:31]>>[CH3:28][O:29][C:30]([C:32]1([C:2]2[C:11]3[C:6](=[CH:7][CH:8]=[C:9]([I:12])[CH:10]=3)[N:5]=[CH:4][N:3]=2)[CH2:33][CH2:34][N:35]([C:38]([O:40][C:41]([CH3:44])([CH3:43])[CH3:42])=[O:39])[CH2:36][CH2:37]1)=[O:31] |f:1.2.3|. Procedure: Prepared essentially as described in Example 1c using 4-chloro-6-iodo-quinazoline, as prepared in the preceding step, 1.1 eq LiHMDS/THF and 1.1 eq piperidine-1,4-dicarboxylic acid 1-tert-butyl ester 4-methyl ester, as prepared in Example 1b, and stirring at rt for 14 h following enolate formation at −78° C. The homogeneous brown solution was worked up as described in Example 1c to provide the impure crude title compound as a very dark brown thick oil (14.97 g). 1H-NMR (300 MHz, CDCl3) δ 9.28 (s,... Product: Cl.NC1=C(C=CC=C1)N1CCC2=CC(=CC=C12)Cl (1-(2-Aminophenyl)-5-chloroindoline hydrochloride). Reaction conditions: temperature 0 celsius. Reactants: ClC=1C=C2CCN(C2=CC1)C1=C(C=CC=C1)[N+](=O)[O-] (5-chloro-1-(2-nitrophenyl)indoline), Pt, Cl (HCl). The solvent is CCOCC (ether), C(C)O (ethanol). As a reaction SMILES: [Cl:1][C:2]1[CH:3]=[C:4]2[C:8](=[CH:9][CH:10]=1)[N:7]([C:11]1[CH:16]=[CH:15][CH:14]=[CH:13][C:12]=1[N+:17]([O-])=O)[CH2:6][CH2:5]2.Cl>C(O)C.CCOCC>[ClH:1].[NH2:17][C:12]1[CH:13]=[CH:14][CH:15]=[CH:16][C:11]=1[N:7]1[C:8]2[C:4](=[CH:3][C:2]([Cl:1])=[CH:10][CH:9]=2)[CH2:5][CH2:6]1 |f:4.5|. Reported procedure: A mixture of 13.7 g of 5-chloro-1-(2-nitrophenyl)indoline and 0.25 g of 1% Pt on C in 250 ml absolute ethanol is shaken at 50 psi of H2 until the theoretical amount of H2 is taken up. The mixture is filtered and the solvent removed at 50° C. to leave the product base as an oil. This is dissolved in 200 ml of ether, cooled to 0° C., and treated with gaseous HCl to precipitate 1-(2-aminophenyl)-5-chloroindoline hydrochloride, m.p. 235°-238° C. dec.